Task: describe an organic reaction: reactants, conditions, products, and yield. Dataset: the Open Reaction Database (ORD), a public repository of structured organic reaction records The reactants are Cl.N1(CCNCC1)C=1N=CC=C2C1SC=C2 (7-piperazine-1-yl-thieno[2,3-c]pyridine hydrochloride), CCN(C(C)C)C(C)C (iPr2NEt), O=CC[C@@H]1CC[C@H](CC1)NC(C)=O (trans-N-[4-(2-oxo-ethyl)-cyclohexyl]-acetamide), Na(AcO)3BH. The solvent is C1CCOC1 (THF). Conditions: time 18 hour. The product is S1C=CC=2C1=C(N=CC2)N2CCN(CC2)CC[C@@H]2CC[C@H](CC2)NC(C)=O (N-{trans-4-[2-(4-Thieno[2,3-c]pyridin-7-yl-piperazin-1-yl)-ethyl]-cyclohexyl}-acetamide). Yield: 36.0%. Reaction SMILES: Cl.[N:2]1([C:8]2[N:9]=[CH:10][CH:11]=[C:12]3[CH:16]=[CH:15][S:14][C:13]=23)[CH2:7][CH2:6][NH:5][CH2:4][CH2:3]1.CCN(C(C)C)C(C)C.O=[CH:27][CH2:28][C@H:29]1[CH2:34][CH2:33][C@H:32]([NH:35][C:36](=[O:38])[CH3:37])[CH2:31][CH2:30]1>C1COCC1>[S:14]1[C:13]2=[C:8]([N:2]3[CH2:3][CH2:4][N:5]([CH2:27][CH2:28][C@H:29]4[CH2:34][CH2:33][C@H:32]([NH:35][C:36](=[O:38])[CH3:37])[CH2:31][CH2:30]4)[CH2:6][CH2:7]3)[N:9]=[CH:10][CH:11]=[C:12]2[CH:16]=[CH:15]1 |f:0.1|. Procedure: To a solution under Ar of commercially available 7-piperazine-1-yl-thieno[2,3-c]pyridine hydrochloride [CAS-No. 850734-85-9] (150 mg, 0.59 mmol) in THF (14 ml) were added subsequently iPr2NEt (0.1 ml, 0.59 mmol), trans-N-[4-(2-oxo-ethyl)-cyclohexyl]-acetamide [CAS-No. 946599-01-5, WO 2007/093540] (118 mg, 0.64 mmol) and Na(AcO)3BH (373 mg, 1.76 mmol). After stirring 18 h at room temperature the reaction mixture was partitioned between sat. aq. NaHCO3 sol. and EtOAc. The aqueous layer was extract... Starting materials: NC1=NC=CC=C1O (2-amino-3-hydroxypyridine), C1OC2=C(O1)C=C(C(=C2)CCl)Cl (6-chloropiperonyl chloride), O (Water). The reagents and catalysts are CCCCCCCC[N+](C)(CCCCCCCC)CCCCCCCC.[Cl-] (Adogen 464). Run in ClCCl (dichloromethane), [OH-].[Na+] (sodium hydroxide). Run at time 16 hour. Product: NC1=NC=CC=C1OCC1=C(C=C2C(=C1)OCO2)Cl (2-Amino-3-(2-chloro-4,5-methylenedioxybenzyloxy)-pyridine). Yield: 24.3%. Reaction SMILES: [NH2:1][C:2]1[C:7]([OH:8])=[CH:6][CH:5]=[CH:4][N:3]=1.[CH2:9]1[O:13][C:12]2[CH:14]=[C:15]([Cl:20])[C:16]([CH2:18]Cl)=[CH:17][C:11]=2[O:10]1.O>ClCCl.[OH-].[Na+].CCCCCCCC[N+](CCCCCCCC)(CCCCCCCC)C.[Cl-]>[NH2:1][C:2]1[C:7]([O:8][CH2:18][C:16]2[CH:17]=[C:11]3[O:10][CH2:9][O:13][C:12]3=[CH:14][C:15]=2[Cl:20])=[CH:6][CH:5]=[CH:4][N:3]=1 |f:4.5,6.7|. Procedure details: To a solution of 2-amino-3-hydroxypyridine (9.75 g, 0.0886 mol) in dichloromethane (55 ml) and 40% sodium hydroxide (55 ml) was added Adogen 464 (5 ml) and 6-chloropiperonyl chloride (20 g, 0,0975 mol) with vigorous stirring. The mixture was stirred at room temperature for 16 hours. Water (55 ml) was added and the mixture extracted with dichloromethane. The combined organic layers were dried and evaporated, and the residue purified by flash chromatography (silica, 1% methanol/dichloromethane) an... Reactants: Br, O=C(O)CN(Cc1ccccc1)CP(=O)(O)O. The product is O=C(O)CNCP(=O)(O)O. RXN SMILES: [BrH:18].[CH2:1]([c:2]1[cH:3][cH:4][cH:5][cH:6][cH:7]1)[N:8]([CH2:9][C:10](=[O:11])[OH:12])[CH2:13][P:14](=[O:15])([OH:16])[OH:17]>>[NH:8]([CH2:9][C:10](=[O:11])[OH:12])[CH2:13][P:14](=[O:15])([OH:16])[OH:17]. Starting materials: COC(=O)C1=CC=C2C(=CNC2=C1)CNC1=CC=C(C=C1)N1CCOCC1 (3-[(4-Morpholin-4-yl-phenylamino)-methyl]-1H-indole-6-carboxylic acid methyl ester), C1CCOC1 (THF), O(C(=O)OC(C)(C)C)C(=O)OC(C)(C)C ((BOC)2O). Reaction conditions: time 8 hour. Yields the product COC(=O)C1=CC=C2C(=CNC2=C1)CN(C1=CC=C(C=C1)N1CCOCC1)C(=O)OC(C)(C)C (3-{[tert-Butoxycarbonyl-(4-morpholin-4-yl-phenyl)-amino]-methyl}-1H-indole-6-carboxylic acid methyl ester). The yield is 79.0%. Reaction SMILES: [CH3:1][O:2][C:3]([C:5]1[CH:13]=[C:12]2[C:8]([C:9]([CH2:14][NH:15][C:16]3[CH:21]=[CH:20][C:19]([N:22]4[CH2:27][CH2:26][O:25][CH2:24][CH2:23]4)=[CH:18][CH:17]=3)=[CH:10][NH:11]2)=[CH:7][CH:6]=1)=[O:4].C1COCC1.[O:33](C(OC(C)(C)C)=O)[C:34]([O:36][C:37]([CH3:40])([CH3:39])[CH3:38])=O>>[CH3:1][O:2][C:3]([C:5]1[CH:13]=[C:12]2[C:8]([C:9]([CH2:14][N:15]([C:34]([O:36][C:37]([CH3:40])([CH3:39])[CH3:38])=[O:33])[C:16]3[CH:17]=[CH:18][C:19]([N:22]4[CH2:27][CH2:26][O:25][CH2:24][CH2:23]4)=[CH:20][CH:21]=3)=[CH:10][NH:11]2)=[CH:7][CH:6]=1)=[O:4]. Procedure details: To a solution of 123 (689 mg, 1.89 mmol) in THF (100 ml) Et3N (289 μl, 2.08 mmol) was added dropwise. (BOC)2O was added slowly and the mixture was stirred at room temperature overnight under nitrogen, THF was evaporated off and the residue was partitioned between water and CH2Cl2. Organic layer was separated, dried over MgSO4, evaporated to form another residue which was purified by flash column chromatography (EtOAc/hexane, 7:3) to afford the title compound 124 (692 mg, 79%). 1H-NMR (CDCl3) δ: ... Reactants: C1(=CC=CC=C1)N1N=C(C(=N1)C(=O)OC)C(=O)OC (dimethyl 2-phenyl-2H-1,2,3-triazole-4,5-dicarboxylate), [OH-].[K+] (KOH). The solvent is CO (methanol), CO (methanol). Conditions: temperature 23 celsius, time 17 hour. Product: COC(=O)C=1C(=NN(N1)C1=CC=CC=C1)C(=O)O (5-methoxycarbonyl-2-phenyl-2H-1,2,3-triazole-4-carboxylic acid). Yield: 84.9%. RXN SMILES: [C:1]1([N:7]2[N:11]=[C:10]([C:12]([O:14][CH3:15])=[O:13])[C:9]([C:16]([O:18]C)=[O:17])=[N:8]2)[CH:6]=[CH:5][CH:4]=[CH:3][CH:2]=1.[OH-].[K+]>CO>[CH3:15][O:14][C:12]([C:10]1[C:9]([C:16]([OH:18])=[O:17])=[N:8][N:7]([C:1]2[CH:6]=[CH:5][CH:4]=[CH:3][CH:2]=2)[N:11]=1)=[O:13] |f:1.2|. Reported procedure: A solution of dimethyl 2-phenyl-2H-1,2,3-triazole-4,5-dicarboxylate (0.522 g, 2.00 mmol) in methanol (40 mL) at 23° C. was treated with a solution of KOH (0.236 g, 4.20 mmol) in methanol (5 mL). The resulting solution was stirred at 23° C. for 17 h and partitioned between NaHCO3 (sat. aq. sol.) and ether. The aqueous layer was washed with ether and acidified carefully to pH 1 with HCl (conc.). The resulting mixture was extracted with EtOAc. The organic extract was washed with brine, dried over M... Starting materials: O1C(=CC=C1)CCN (2-Furan-2-yl-ethylamine), C(C)(=O)OC(C)=O (acetic anhydride). Yields the product O1C(=CC=C1)CCNC(C)=O (N-(2-Furan-2-yl-ethyl)-acetamide). The yield is 41.0%. Reaction SMILES: [O:1]1[CH:5]=[CH:4][CH:3]=[C:2]1[CH2:6][CH2:7][NH2:8].[C:9](OC(=O)C)(=[O:11])[CH3:10]>>[O:1]1[CH:5]=[CH:4][CH:3]=[C:2]1[CH2:6][CH2:7][NH:8][C:9](=[O:11])[CH3:10]. Procedure: In close analogy to the procedure described above, 2-Furan-2-yl-ethylamine is reacted with acetic anhydride to provide the title compound.